Dataset: the Open Reaction Database (ORD), a public repository of structured organic reaction records. Task: describe an organic reaction: reactants, conditions, products, and yield As a reaction SMILES: [CH2:25]([CH:26]([CH3:27])[CH3:28])[NH:29][CH2:30][CH:31]([CH3:32])[CH3:33].[CH3:34][N:35]([CH3:36])[CH:37]=[O:38].[Cl:1][c:2]1[cH:3][cH:4][cH:5][c:6]2[c:7]1[C:8](=[O:24])[N:9]([CH3:23])[CH2:10][c:11]1[n:12]-2[cH:13][n:14][c:15]1-[c:16]1[o:17][c:18]([CH2:21][Cl:22])[n:19][n:20]1>>[Cl:1][c:2]1[cH:3][cH:4][cH:5][c:6]2[c:7]1[C:8](=[O:24])[N:9]([CH3:23])[CH2:10][c:11]1[n:12]-2[cH:13][n:14][c:15]1-[c:16]1[o:17][c:18]([CH2:21][N:29]([CH2:25][CH:26]([CH3:27])[CH3:28])[CH2:30][CH:31]([CH3:32])[CH3:33])[n:19][n:20]1. Starting materials: CC(C)CNCC(C)C, CN(C)C=O, CN1Cc2c(-c3nnc(CCl)o3)ncn2-c2cccc(Cl)c2C1=O. Yields the product CC(C)CN(Cc1nnc(-c2ncn3c2CN(C)C(=O)c2c(Cl)cccc2-3)o1)CC(C)C. The reactants are C(C1=CC=CC=C1)OC1=CC=C(C=C1)O (4-benzyloxy-phenol), CN(C(=O)Cl)C1=CC=CC=C1 (N-methyl-N-phenylcarbamoyl chloride). The product is C(C1=CC=CC=C1)OC1=CC=C(C=C1)OC(N(C1=CC=CC=C1)C)=O (Methyl-phenyl-carbamic acid 4-benzyloxy-phenyl ester). Reaction SMILES: [CH2:1]([O:8][C:9]1[CH:14]=[CH:13][C:12]([OH:15])=[CH:11][CH:10]=1)[C:2]1[CH:7]=[CH:6][CH:5]=[CH:4][CH:3]=1.[CH3:16][N:17]([C:21]1[CH:26]=[CH:25][CH:24]=[CH:23][CH:22]=1)[C:18](Cl)=[O:19]>>[CH2:1]([O:8][C:9]1[CH:10]=[CH:11][C:12]([O:15][C:18](=[O:19])[N:17]([CH3:16])[C:21]2[CH:26]=[CH:25][CH:24]=[CH:23][CH:22]=2)=[CH:13][CH:14]=1)[C:2]1[CH:3]=[CH:4][CH:5]=[CH:6][CH:7]=1. Reported procedure: The title compound was prepared from 4-benzyloxy-phenol and N-methyl-N-phenylcarbamoyl chloride. The crude product was recrystallized (ethanol/water) (83%, white crystals). HPLC-MS m/z=334.2 (M+1), Rt: 4.88 min. Starting materials: O1CC=C(CC1)C=1N(C2=CC=C(C=C2C1)S(=O)(=O)C)S(=O)(=O)C1=CC=CC=C1 (2-(5,6-dihydro-2H-4-pyranyl)-1-benzenesulfonyl-5-methanesulfonylindole), [OH-].[K+] (potassium hydroxide), C(O)([O-])=O.[Na+] (sodium hydrogencarbonate). Solvent: CO (methanol). Conditions: temperature 100 celsius, time 1 hour. The product is O1CC=C(CC1)C=1NC2=CC=C(C=C2C1)S(=O)(=O)C (2-(5,6-dihydro-2H-4-pyranyl)-5-methanesulfonylindole). Isolated yield 86.2%. As a reaction SMILES: [O:1]1[CH2:6][CH2:5][C:4]([C:7]2[N:8](S(C3C=CC=CC=3)(=O)=O)[C:9]3[C:14]([CH:15]=2)=[CH:13][C:12]([S:16]([CH3:19])(=[O:18])=[O:17])=[CH:11][CH:10]=3)=[CH:3][CH2:2]1.[OH-].[K+].C(=O)([O-])O.[Na+]>CO>[O:1]1[CH2:6][CH2:5][C:4]([C:7]2[NH:8][C:9]3[C:14]([CH:15]=2)=[CH:13][C:12]([S:16]([CH3:19])(=[O:18])=[O:17])=[CH:11][CH:10]=3)=[CH:3][CH2:2]1 |f:1.2,3.4|. Procedure details: To a solution of the compound obtained in Example 14 (3) (28.8 mg) in methanol (3 ml), a 1N aqueous potassium hydroxide solution (0.69 ml) was added and the mixture was stirred at 100° C. for 1 hour. The reaction solution was then poured into a saturated aqueous sodium hydrogencarbonate solution, extracted with dichloromethane, dried over anhydrous magnesium sulfate, filtered and concentrated under reduced pressure to obtain 16.5 mg of the desired product as a white powder. The reactants are N(=O)[O-].[Na+] (sodium nitrite), NC=1C=C(C(=O)O)C=CC1Cl (3-Amino-4-chlorobenzoic acid), Cl (hydrochloric acid), diazonium, O(C(=S)[S-])CC.[K+] (potassium ethyl xanthate). The reagents and catalysts are [Ni](Cl)Cl (nickel chloride). Solvent: O (water), O (water). Run at temperature 0 celsius, time 2 hour. The product is ClC1=C(C=C(C(=O)O)C=C1)S (4-Chloro-3-mercaptobenzoic acid). As a reaction SMILES: N[C:2]1[CH:3]=[C:4]([CH:8]=[CH:9][C:10]=1[Cl:11])[C:5]([OH:7])=[O:6].Cl.N([O-])=O.[Na+].O(CC)C([S-])=[S:19].[K+]>O.[Ni](Cl)Cl>[Cl:11][C:10]1[CH:9]=[CH:8][C:4]([C:5]([OH:7])=[O:6])=[CH:3][C:2]=1[SH:19] |f:2.3,4.5|. Reported procedure: 3-Amino-4-chlorobenzoic acid (34.3g) was added to 5N hydrochloric acid (120 ml) and cooled to 0° C. To the stirred suspension was added a solution of sodium nitrite (14.5 g) in water (35 ml) over 30 min. with the temperature maintained at 0° to 5° C. The yellow diazonium solution, containing some suspended solid was added to a solution of potassium ethyl xanthate (37.5g) in water (60 ml), containing 0.2 g nickel chloride, at 45-50° C. Nitrogen evolution occurred and the yellow solid which precip... Starting materials: C(C)OC(COC1=C(C=C(C=C1)SCC1=COC(=C1)C1=CC=C(C=C1)C(F)(F)F)C)=O (ethyl{2-methyl-4-[({5-[4-(trifluoromethyl)phenyl]-3-furyl}methyl)thio]phenoxy}acetate), CC1=C(SC(=C1)C1=CC=C(C=C1)OC(F)(F)F)CO ({3-methyl-5-[4-(trifluoromethoxy)phenyl]thien-2-yl}methanol), CC1=C(SC(=C1)C1=CC=C(C=C1)OC(F)(F)F)CO ({3-methyl-5-[4-(trifluoromethoxy)phenyl]thien-2-yl}methanol), C(C)OC(COC1=C(C=C(C=C1)S)C)=O (ethyl(4-mercapto-2-methylphenoxy)acetate), C(C)OC(COC1=C(C=C(C=C1)S)C)=O (ethyl(4-mercapto-2-methylphenoxy)acetate). Product: C(C)OC(COC1=C(C=C(C=C1)SCC=1SC(=CC1C)C1=CC=C(C=C1)OC(F)(F)F)C)=O (ethyl{2-methyl-4-[({3-methyl-5-[4-(trifluoromethoxy)phenyl]thien-2-yl}methyl)thio]phenoxy}acetate). RXN SMILES: C(OC(=O)COC1C=CC(SCC2C=C(C3C=CC(C(F)(F)F)=CC=3)OC=2)=CC=1C)C.[CH2:32]([O:34][C:35](=[O:46])[CH2:36][O:37][C:38]1[CH:43]=[CH:42][C:41]([SH:44])=[CH:40][C:39]=1[CH3:45])[CH3:33].[CH3:47][C:48]1[CH:52]=[C:51]([C:53]2[CH:58]=[CH:57][C:56]([O:59][C:60]([F:63])([F:62])[F:61])=[CH:55][CH:54]=2)[S:50][C:49]=1[CH2:64]O>>[CH2:32]([O:34][C:35](=[O:46])[CH2:36][O:37][C:38]1[CH:43]=[CH:42][C:41]([S:44][CH2:64][C:49]2[S:50][C:51]([C:53]3[CH:54]=[CH:55][C:56]([O:59][C:60]([F:62])([F:63])[F:61])=[CH:57][CH:58]=3)=[CH:52][C:48]=2[CH3:47])=[CH:40][C:39]=1[CH3:45])[CH3:33]. Procedure: The title compound was prepared by a method analogous to that used for the preparation of ethyl{2-methyl-4-[({5-[4-(trifluoromethyl)phenyl]-3-furyl}methyl)thio]phenoxy}acetate (example 1) using ethyl(4-mercapto-2-methylphenoxy)acetate (intermediate 4) and {3-methyl-5-[4-(trifluoromethoxy)phenyl]thien-2-yl}methanol (intermediate 118). Reactants: C(C=C)C=1C=C2CC[C@@H](CC2=CC1)NC(C1=CC=C(C=C1)OC[C@H]1OCCC1)=O (N-((S)-6-allyl-1,2,3,4-tetrahydronaphthalen-2-yl)-4-[(S)-1-(tetrahydrofuran-2-yl)methoxy]benzamide), CC(C)O (2-propanol), I(=O)(=O)(=O)[O-].[Na+] (sodium periodate). Reagents/catalysts: [Os](=O)(=O)(=O)=O (osmium tetroxide). Solvent: O (water). Reaction conditions: time 14 hour. Product: O=CCC=1C=C2CC[C@@H](CC2=CC1)NC(C1=CC=C(C=C1)OC[C@H]1OCCC1)=O (N-[(S)-6-(2-Oxoethyl)-1,2,3,4-tetrahydronaphthalen-2-yl]-4-[(S)-1-(tetrahydrofuran-2-yl)methoxy]benzamide). Reaction SMILES: [CH2:1]([C:4]1[CH:5]=[C:6]2[C:11](=[CH:12][CH:13]=1)[CH2:10][C@@H:9]([NH:14][C:15](=[O:29])[C:16]1[CH:21]=[CH:20][C:19]([O:22][CH2:23][C@@H:24]3[CH2:28][CH2:27][CH2:26][O:25]3)=[CH:18][CH:17]=1)[CH2:8][CH2:7]2)[CH:2]=C.CC([OH:33])C.I([O-])(=O)(=O)=O.[Na+]>[Os](=O)(=O)(=O)=O.O>[O:33]=[CH:2][CH2:1][C:4]1[CH:5]=[C:6]2[C:11](=[CH:12][CH:13]=1)[CH2:10][C@@H:9]([NH:14][C:15](=[O:29])[C:16]1[CH:21]=[CH:20][C:19]([O:22][CH2:23][C@@H:24]3[CH2:28][CH2:27][CH2:26][O:25]3)=[CH:18][CH:17]=1)[CH2:8][CH2:7]2 |f:2.3|. Reported procedure: A mixture of N-((S)-6-allyl-1,2,3,4-tetrahydronaphthalen-2-yl)-4-[(S)-1-(tetrahydrofuran-2-yl)methoxy]benzamide (0.50 g), 2-propanol (50 ml) and water (50 ml) was admixed with sodium periodate (0.60 g) and osmium tetroxide (1.3 mg). After stirring vigorously for 14 hours, the reaction mixture was extracted with ethyl acetate. The organic phase was washed with sodium chloride solution, dried over sodium sulfate and concentrated. The product was thus obtained with the molecular weight of 393.49 (C... Reactants: FC(C=1C=NC=2C(NC=CC2C1)=O)(F)F (3-(trifluoromethyl)-1,7-naphthyridin-8(7H)-one), C1(=CC=CC=C1)C (toluene), CCN(C(C)C)C(C)C (Hunig's base), O=P(Cl)(Cl)Cl (POCl3). Solvent: O (water), CCOC(=O)C (EtOAc). Run at temperature 115 celsius, time 6 hour. Yields the product ClC=1N=CC=C2C=C(C=NC12)C(F)(F)F (8-chloro-3-(trifluoromethyl)-1,7-naphthyridine). Isolated yield 95.7%. RXN SMILES: [F:1][C:2]([F:15])([F:14])[C:3]1[CH:4]=[N:5][C:6]2[C:7](=O)[NH:8][CH:9]=[CH:10][C:11]=2[CH:12]=1.C1(C)C=CC=CC=1.CCN(C(C)C)C(C)C.O=P(Cl)(Cl)[Cl:34]>O.CCOC(C)=O>[Cl:34][C:7]1[N:8]=[CH:9][CH:10]=[C:11]2[C:6]=1[N:5]=[CH:4][C:3]([C:2]([F:15])([F:14])[F:1])=[CH:12]2. Reported procedure: A pressure vial was charged with 3-(trifluoromethyl)-1,7-naphthyridin-8(7H)-one (Anichem) (75 mg, 0.350 mmol), toluene (1401 μl), and Hunig's base (184 μl, 1.051 mmol). To this mixture was added POCl3 (98 μl, 1.051 mmol), and the vial was sealed. The reaction was heated at 115° C. for 2 h. After 6 h, some unreacted starting material remained. The temperature was increased to 125° C. and the reaction was stirred overnight. Upon cooling to RT, EtOAc and water were added, and the layers were separa... Starting materials: NC1=N[C@@]2(COC1)C1=CC(=CC=C1OC=1C=NC(=CC12)O)Br ((S)-5′-amino-7-bromo-2′,6′-dihydrospiro[chromeno[2,3-c]pyridine-5,3′-[1,4]oxazin]-3-ol), [F-].[Cs+] (cesium fluoride), C(C)#N (acetonitrile), FC(C(=O)O[Si](C)(C)C)(S(=O)(=O)F)F (Trimethylsilyl 2,2-difluoro-2-(fluorosulfonyl)acetate). Solvent: CCOC(=O)C (EtOAc). Reaction conditions: time 15 minute. Product: BrC=1C=C2C(=CC1)OC=1C=NC(=CC1[C@]21COCC(=N1)N)OC(F)F ((S)-7-bromo-3-(difluoromethoxy)-2′,6′-dihydrospiro[chromeno[2,3-c]pyridine-5,3′-[1,4]oxazin]-5′-amine). Isolated yield 19.7%. Reaction SMILES: [NH2:1][C:2]1[CH2:7][O:6][CH2:5][C@:4]2([C:20]3[CH:19]=[C:18]([OH:21])[N:17]=[CH:16][C:15]=3[O:14][C:13]3[C:8]2=[CH:9][C:10]([Br:22])=[CH:11][CH:12]=3)[N:3]=1.[F-].[Cs+].C(#N)C.[F:28][C:29]([F:41])(S(F)(=O)=O)C(O[Si](C)(C)C)=O>CCOC(C)=O>[Br:22][C:10]1[CH:9]=[C:8]2[C@:4]3([N:3]=[C:2]([NH2:1])[CH2:7][O:6][CH2:5]3)[C:20]3[CH:19]=[C:18]([O:21][CH:29]([F:41])[F:28])[N:17]=[CH:16][C:15]=3[O:14][C:13]2=[CH:12][CH:11]=1 |f:1.2|. Reported procedure: A flask was charged with (S)-5′-amino-7-bromo-2′,6′-dihydrospiro[chromeno[2,3-c]pyridine-5,3′-[1,4]oxazin]-3-ol (0.250 g, 0.690 mmol), cesium fluoride (9.17 mg, 0.069 mmol), and acetonitrile (6.90 mL). Trimethylsilyl 2,2-difluoro-2-(fluorosulfonyl)acetate (0.272 mL, 1.381 mmol) was added slowly and the reaction was stirred for 15 minutes. The reaction was diluted with EtOAc and washed with water. The aqueous layer was extracted with EtOAc, and the combined organic layers were washed with brine, ...